This data is from the Open Reaction Database (ORD), a public repository of structured organic reaction records. The task is: describe an organic reaction: reactants, conditions, products, and yield The reactants are C1(CC1)COC1=C(C=C(C(=C1)F)OC)C=1C2=C(N=CN1)C(=C(N2COCC[Si](C)(C)C)C)C(=O)O (4-[2-(cyclopropylmethoxy)-4-fluoro-5-methoxyphenyl]-6-methyl-5-{[2-(trimethylsilyl)ethoxy]methyl}-5H-pyrrolo[3,2-d]pyrimidine-7-carboxylic acid), N[C@H]1CC[C@H](CC1)NC(OC(C)(C)C)=O (tert-butyl cis-(4-amino-cyclohexyl)-carbamate). Yields the product C(C)(C)(C)OC(N[C@@H]1CC[C@@H](CC1)NC(=O)C1=C(N(C2=C1N=CN=C2C2=C(C=C(C(=C2)OC)F)OCC2CC2)COCC[Si](C)(C)C)C)=O (tert-Butyl(cis-4-{[(4-[2-(cyclopropylmethoxy)-4-fluoro-5-methoxyphenyl]-6-methyl-5-{[2-(trimethylsilyl)ethoxy]methyl}-5H-pyrrolo[3,2-d]pyrimidin-7-yl)carbonyl]amino}cyclohexyl)carbamate). As a reaction SMILES: [CH:1]1([CH2:4][O:5][C:6]2[CH:11]=[C:10]([F:12])[C:9]([O:13][CH3:14])=[CH:8][C:7]=2[C:15]2[C:16]3[N:23]([CH2:24][O:25][CH2:26][CH2:27][Si:28]([CH3:31])([CH3:30])[CH3:29])[C:22]([CH3:32])=[C:21]([C:33](O)=[O:34])[C:17]=3[N:18]=[CH:19][N:20]=2)[CH2:3][CH2:2]1.[NH2:36][C@@H:37]1[CH2:42][CH2:41][C@H:40]([NH:43][C:44](=[O:50])[O:45][C:46]([CH3:49])([CH3:48])[CH3:47])[CH2:39][CH2:38]1>>[C:46]([O:45][C:44](=[O:50])[NH:43][C@H:40]1[CH2:41][CH2:42][C@@H:37]([NH:36][C:33]([C:21]2[C:17]3[N:18]=[CH:19][N:20]=[C:15]([C:7]4[CH:8]=[C:9]([O:13][CH3:14])[C:10]([F:12])=[CH:11][C:6]=4[O:5][CH2:4][CH:1]4[CH2:2][CH2:3]4)[C:16]=3[N:23]([CH2:24][O:25][CH2:26][CH2:27][Si:28]([CH3:29])([CH3:31])[CH3:30])[C:22]=2[CH3:32])=[O:34])[CH2:38][CH2:39]1)([CH3:47])([CH3:49])[CH3:48]. Procedure: Starting from 4-[2-(cyclopropylmethoxy)-4-fluoro-5-methoxyphenyl]-6-methyl-5-{[2-(trimethylsilyl)ethoxy]methyl}-5H-pyrrolo[3,2-d]pyrimidine-7-carboxylic acid (example D.c10) and commercially available tert-butyl cis-(4-amino-cyclohexyl)-carbamate the title compound is obtained as colorless foam. Starting materials: [N+](=O)([O-])C=1C=C(C(=NC1)C1=CC=CC=C1)C1=CC=CC=C1 (5-nitro-2,3-diphenylpyridine). Reagents/catalysts: [Pd] (Pd/C). The solvent is CO (methanol). Run at time 16 hour. The product is C1(=CC=CC=C1)C=1C=C(C=NC1C1=CC=CC=C1)N (5,6-Diphenylpyridin-3-amine). RXN SMILES: [N+:1]([C:4]1[CH:5]=[C:6]([C:16]2[CH:21]=[CH:20][CH:19]=[CH:18][CH:17]=2)[C:7]([C:10]2[CH:15]=[CH:14][CH:13]=[CH:12][CH:11]=2)=[N:8][CH:9]=1)([O-])=O>CO.[Pd]>[C:16]1([C:6]2[CH:5]=[C:4]([NH2:1])[CH:9]=[N:8][C:7]=2[C:10]2[CH:11]=[CH:12][CH:13]=[CH:14][CH:15]=2)[CH:17]=[CH:18][CH:19]=[CH:20][CH:21]=1. Reported procedure: A mixture of 5-nitro-2,3-diphenylpyridine (0.74 mmol, 0.21 g) and Pd/C 10% (0.02 g) in methanol (5 ml) was stirred for 16 hours under hydrogen atmosphere. The catalyst was filtered off and the solid thoughtfully washed with methanol. The solid residue was purified by chromatography over SiO2 eluting with hexane/ethyl acetate mixtures affording 0.14 g (74% of yield) of the expected product. Starting materials: ClC1=CC=CC2=C1C(N1[C@H](C=3N2C=NC3C3=NOC(=N3)CCl)CC1)=O ((S)-8-chloro-1-(5-chloromethyl-1,2,4-oxadiazol-3-yl)-12,12a-dihydro-9H,11H-azeto[2,1-c]imidazo[1,5-a][1,4]benzodiazepin-9-one), CC1(CNCCC1)C (3,3-dimethylpiperidine). Run in CN(C=O)C (N,N-dimethylformamide). Yields the product ClC1=CC=CC2=C1C(N1[C@H](C=3N2C=NC3C3=NOC(=N3)CN3CC(CCC3)(C)C)CC1)=O ((S)-8-chloro-1-[5-(3,3-dimethyl-piperidin-1-yl)methyl-1,2,4-oxadiazol-3-yl]-12,12a-dihydro-9H,11H-azeto[2,1-c]imidazo[1,5-a][1,4]benzodiazepin-9-one). The yield is 98.6%. As a reaction SMILES: [Cl:1][C:2]1[C:7]2[C:8](=[O:25])[N:9]3[CH2:24][CH2:23][C@H:10]3[C:11]3[N:12]([CH:13]=[N:14][C:15]=3[C:16]3[N:20]=[C:19]([CH2:21]Cl)[O:18][N:17]=3)[C:6]=2[CH:5]=[CH:4][CH:3]=1.[CH3:26][C:27]1([CH3:33])[CH2:32][CH2:31][CH2:30][NH:29][CH2:28]1>CN(C)C=O>[Cl:1][C:2]1[C:7]2[C:8](=[O:25])[N:9]3[CH2:24][CH2:23][C@H:10]3[C:11]3[N:12]([CH:13]=[N:14][C:15]=3[C:16]3[N:20]=[C:19]([CH2:21][N:29]4[CH2:30][CH2:31][CH2:32][C:27]([CH3:33])([CH3:26])[CH2:28]4)[O:18][N:17]=3)[C:6]=2[CH:5]=[CH:4][CH:3]=1. Procedure: 1.13 g (3 mmol) of (S)-8-chloro-1-(5-chloromethyl-1,2,4-oxadiazol-3-yl)-12,12a-dihydro-9H,11H-azeto[2,1-c]imidazo[1,5-a][1,4]benzodiazepin-9-one were stirred at room temperature overnight with 2 g (17.7 mmol) of 3,3-dimethylpiperidine and 15 ml of N,N-dimethylformamide. By evaporation of the reaction mixture and chromatography of the residue on silica gel while eluting with ethyl acetate there were obtained 1.34 g (98%) of (S)-8-chloro-1-[5-(3,3-dimethyl-piperidin-1-yl)methyl-1,2,4-oxadiazol-3-y... The reactants are CON(C)C(=O)C(CC(=O)OC(C)(C)C)NS(=O)(=O)c1ccc([N+](=O)[O-])cc1OCc1ccccc1, C1CCOC1, CO. Product: CON(C)C(=O)C(CC(=O)OC(C)(C)C)NS(=O)(=O)c1ccc(N)cc1OCc1ccccc1. Reaction SMILES: [C:1]([CH3:2])([CH3:3])([CH3:4])[O:5][C:6]([CH2:7][CH:8]([C:9](=[O:10])[N:11]([CH3:12])[O:13][CH3:14])[NH:15][S:16](=[O:17])(=[O:18])[c:19]1[c:20]([O:28][CH2:29][c:30]2[cH:31][cH:32][cH:33][cH:34][cH:35]2)[cH:21][c:22]([N+:25]([O-:26])=[O:27])[cH:23][cH:24]1)=[O:36].[CH2:37]1[O:38][CH2:39][CH2:40][CH2:41]1.[CH3:42][OH:43]>>[C:1]([CH3:2])([CH3:3])([CH3:4])[O:5][C:6]([CH2:7][CH:8]([C:9](=[O:10])[N:11]([CH3:12])[O:13][CH3:14])[NH:15][S:16](=[O:17])(=[O:18])[c:19]1[c:20]([O:28][CH2:29][c:30]2[cH:31][cH:32][cH:33][cH:34][cH:35]2)[cH:21][c:22]([NH2:25])[cH:23][cH:24]1)=[O:36]. Starting materials: CNC(=O)N(N(CCCl)S(=O)(=O)C)S(=O)(=O)C (VNP40101M), OCCNN (2-Hydroxyethylhydrazine), CS(=O)(=O)Cl (methanesulfonyl chloride). Product: CS(=O)(=O)N(NS(=O)(=O)C)CCOS(=O)(=O)C (1,2-bis(methylsulfonyl)-1-[2-(methylsulfonyloxy)ethyl]hydrazine). Isolated yield 10.0%. As a reaction SMILES: CNC([N:5]([S:14]([CH3:17])(=[O:16])=[O:15])[N:6]([S:10]([CH3:13])(=[O:12])=[O:11])[CH2:7][CH2:8]Cl)=O.[OH:18]CCNN.[CH3:23][S:24](Cl)(=[O:26])=[O:25]>>[CH3:13][S:10]([N:6]([CH2:7][CH2:8][O:25][S:24]([CH3:23])(=[O:26])=[O:18])[NH:5][S:14]([CH3:17])(=[O:16])=[O:15])(=[O:12])=[O:11]. Procedure: A three-step process with a total yield less than 10% has been previously reported published in the following patents and journal articles: U.S. Pat. No. 5,637,619 (Jun. 10, 1997 for VNP40101M); U.S. Pat. No. 4,684,747 (Aug. 4, 1987 for intermediate VNP4090CE); WO97/02029 (Jan. 23, 1997); Journal of Medicinal Chemistry, 1990, 33(8): 2259-2264; Journal of Medicinal Chemistry, 1996, 39(3): 796-801, as illustrated in FIG. 1. 2-Hydroxyethylhydrazine (HEH) was used a starting material and reacted wit...